From a dataset of the Open Reaction Database (ORD), a public repository of structured organic reaction records. describe an organic reaction: reactants, conditions, products, and yield The reactants are C([C@@H](O)C1=CC=CC=C1)(=O)O (L-(+)-mandelic acid), C[C@@H](C1=CC=CC=C1)N1C(C(=O)OC)CCCC1 (Methyl N-[(S)-α-methylbenzyl]-(RS)-pipecolate). Solvent: C(C)(C)(C)OC (methyl tert-butyl ether), C(C)(C)(C)OC (methyl tert-butyl ether). Reaction conditions: time 1 day. The product is C([C@@H](O)C1=CC=CC=C1)(=O)O (L-(+)-mandelic acid), C[C@@H](C1=CC=CC=C1)N1[C@H](C(=O)OC)CCCC1 (methyl N-[(S)-α-methylbenzyl]-(S)-pipecolate). Isolated yield 57.2%. RXN SMILES: [CH3:1][C@H:2]([N:9]1[CH2:18][CH2:17][CH2:16][CH2:15][CH:10]1[C:11]([O:13][CH3:14])=[O:12])[C:3]1[CH:8]=[CH:7][CH:6]=[CH:5][CH:4]=1.[C:19]([OH:29])(=[O:28])[C@H:20]([C:22]1[CH:27]=[CH:26][CH:25]=[CH:24][CH:23]=1)[OH:21]>C(OC)(C)(C)C>[C:19]([OH:29])(=[O:28])[C@H:20]([C:22]1[CH:27]=[CH:26][CH:25]=[CH:24][CH:23]=1)[OH:21].[CH3:1][C@H:2]([N:9]1[CH2:18][CH2:17][CH2:16][CH2:15][C@H:10]1[C:11]([O:13][CH3:14])=[O:12])[C:3]1[CH:8]=[CH:7][CH:6]=[CH:5][CH:4]=1. Reported procedure: Methyl N-[(S)-α-methylbenzyl]-(RS)-pipecolate (157 mg) was dissolved in methyl tert-butyl ether (2 ml) at room temperature. To this solution was added a mixture of L-(+)-mandelic acid (86 mg) and methyl tert-butyl ether (2 ml) at room temperature and stirred. The resulting solution was allowed to stand at −20° C. for one day to form a crystal. The crystals were separated by filtration and dried to yield an L-(+)-mandelic acid salt of methyl N-[(S)-α-methylbenzyl]-(S)-pipecolate (79.9 mg) in an o...